This data is from the Open Reaction Database (ORD), a public repository of structured organic reaction records. The task is: describe an organic reaction: reactants, conditions, products, and yield The reactants are CCCCCCCCCCCOc1ccc(OC)cc1C=O, CSCCC(N)C(=O)O, CS(=O)(=O)O, CCOC(C)=O. The product is CCCCCCCCCCCOc1ccc(O)cc1C=O. Reaction SMILES: [CH2:1]([CH2:2][CH2:3][CH2:4][CH2:5][CH2:6][CH2:7][CH2:8][CH2:9][CH2:10][CH3:11])[O:12][c:13]1[c:14]([CH:15]=[O:16])[cH:17][c:18]([O:21][CH3:22])[cH:19][cH:20]1.[CH3:23][S:24][CH2:25][CH2:26][CH:27]([C:28](=[O:29])[OH:30])[NH2:31].[CH3:32][S:33](=[O:34])(=[O:35])[OH:36].[CH3:37][CH2:38][O:39][C:40](=[O:41])[CH3:42]>>[CH2:1]([CH2:2][CH2:3][CH2:4][CH2:5][CH2:6][CH2:7][CH2:8][CH2:9][CH2:10][CH3:11])[O:12][c:13]1[c:14]([CH:15]=[O:16])[cH:17][c:18]([OH:21])[cH:19][cH:20]1. Starting materials: Cl.OC(CNC(CC1=CC=C(C=C1)OC)(C)C)COC1=CC=C(C=C1)OC (N-[2-Hydroxy-3-(4-methoxyphenoxy)propyl]-1,1-dimethyl-2-(4-methoxyphenyl)ethylamine Hydrochloride), ( 16 ), Cl.O(C1=CC=CC=C1)CCCNC(CC1=CC=C(C=C1)OC)(C)C (N-(3-Phenoxypropyl)-1,1-dimethyl-2-(4-methoxyphenyl)ethylamine Hydrochloride), Cl.OC(CNC(CC1=CC=C(C=C1)OC)(C)C)COC1=CC=C(C=C1)OC (N-[2-Hydroxy-3-(4-methoxyphenoxy)propyl]-1,1-dimethyl-2-(4-methoxyphenyl)ethylamine Hydrochloride), ( 100 ), ( 5 ), Cl.OC(CNC(CC1=CC=C(C=C1)OC)(C)C)COC1=CC=C(C=C1)C(C)(C)C (N-[2-Hydroxy-3-(4-t-butylphenoxy)propyl]-1,1-dimethyl-2-(4-methoxyphenyl)ethylamine Hydrochloride). Product: Cl.OC(CNC(CC1=CC=C(C=C1)OC)(C)C)COC1=C(C=CC=C1)CC (N-[2-hydroxy-3-(2-ethylphenoxy)propyl]-1,1-dimethyl-2-(4-methoxyphenyl)ethylamine Hydrochloride). As a reaction SMILES: [ClH:1].O(CCCNC(C)(C)CC1C=CC(OC)=CC=1)[C:3]1C=CC=C[CH:4]=1.Cl.[OH:26][CH:27]([CH2:42][O:43][C:44]1[CH:49]=[CH:48][C:47](OC)=[CH:46][CH:45]=1)[CH2:28][NH:29][C:30]([CH3:41])([CH3:40])[CH2:31][C:32]1[CH:37]=[CH:36][C:35]([O:38][CH3:39])=[CH:34][CH:33]=1.Cl.OC(COC1C=CC(C(C)(C)C)=CC=1)CNC(C)(C)CC1C=CC(OC)=CC=1>>[ClH:1].[OH:26][CH:27]([CH2:42][O:43][C:44]1[CH:45]=[CH:46][CH:47]=[CH:48][C:49]=1[CH2:3][CH3:4])[CH2:28][NH:29][C:30]([CH3:41])([CH3:40])[CH2:31][C:32]1[CH:37]=[CH:36][C:35]([O:38][CH3:39])=[CH:34][CH:33]=1 |f:0.1,2.3,4.5,6.7|. Procedure: GC/EI-MS, m/z (rel. int.) 342 (M−15, 1), 237 (16), 236 (100), 163 (5), 121 (17), 114 (7), 91 (6), 77 (7). The solvent is O1CCOCC1 (dioxane). Reaction SMILES: I[C:2]1[C:3](=[O:20])[NH:4][C:5](=[O:19])[N:6]([CH:18]=1)[C@@H:7]1[O:14][C@H:11]([CH2:12][OH:13])[C@@H:9]([OH:10])[C@H:8]1N=[N+]=[N-].C1(P(C2C=CC=CC=2)C2C=CC=CC=2)C=CC=CC=1>O1CCOCC1>[C@@H:7]1([N:6]2[CH:18]=[CH:2][C:3](=[O:20])[NH:4][C:5]2=[O:19])[O:14][C@H:11]([CH2:12][OH:13])[C@@H:9]([OH:10])[CH2:8]1. Yield: 78.0%. Yields the product [C@@H]1(C[C@H](O)[C@@H](CO)O1)N1C(=O)NC(=O)C=C1 (2'-deoxyuridine). Procedure: To a solution of 5-iodo,2'-azido,2'-deoxyuridine (2.48 g, 6.3 mmoles) in dioxane (33 ml) is added triphenylphosphine (5.8 g, 22 mmoles, 3.5 eq.) and the mixture is stirred at room temperature for 1 h, during which time a white precipitate forms. The precipitate is collected and washed three times with diethyl ether (3×50 ml). The filtrate is evaporated to dryness, taken up in a minimum amount of dioxane, and stored at -20° C. for 48 h. The precipitate is collected and washed with diethyl ether. ... Reactants: IC=1C(NC(N([C@H]2[C@@H]([C@H](O)[C@@H](CO)O2)N=[N+]=[N-])C1)=O)=O (5-iodo,2'-azido,2'-deoxyuridine), C1(=CC=CC=C1)P(C1=CC=CC=C1)C1=CC=CC=C1 (triphenylphosphine). Conditions: time 1 hour. Starting materials: OC(CO)C1=NC=CN=C1 (2-(1,2-dihydroxyethyl) pyrazine), CI (methyl iodide). Run in CO (methanol). Product: [I-].C[N+]1=CC(=NC=C1)C(CO)O (1-Methyl-3-(1,2-dihydroxyethyl)pyrazinium iodide). Reaction SMILES: [OH:1][CH:2]([C:5]1[CH:10]=[N:9][CH:8]=[CH:7][N:6]=1)[CH2:3][OH:4].[CH3:11][I:12]>CO>[I-:12].[CH3:11][N+:9]1[CH:8]=[CH:7][N:6]=[C:5]([CH:2]([OH:1])[CH2:3][OH:4])[CH:10]=1 |f:3.4|. Procedure: 2.8 g of 2-(1,2-dihydroxyethyl) pyrazine (2100) was dissolved in 20 ml of methanol, 10 ml of methyl iodide added and the solution refluxed for 3 days. The solvent was then removed, the residue taken up in 100 ml of water and washed with chloroform. The aqueous solution was concentrated and purified by gel permeation chromatography (Biogel P-2/water). Freeze-drying yielded 3.7 g product (2200) which was recrystallized from ethyl acetate/ethanol, m.p. 105°-6°. UV H2O Max: 227 (4.13), 281 (3.83). Starting materials: CC1=CCC(CC1)CO ((4-methylcyclohex-3-enyl)methanol), C(C)(=O)OO (peroxyacetic acid). Run in C(C)(=O)OCC (ethyl acetate). Product: CC12CCC(CC2O1)CO ((6-methyl-7-oxabicyclo[4.1.0]hept-3-yl)methanol). Isolated yield 95.0%. RXN SMILES: [CH3:1][C:2]1[CH2:7][CH2:6][CH:5]([CH2:8][OH:9])[CH2:4][CH:3]=1.C(OO)(=[O:12])C>C(OCC)(=O)C>[CH3:1][C:2]12[O:12][CH:7]1[CH2:6][CH:5]([CH2:8][OH:9])[CH2:4][CH2:3]2. Reported procedure: Epoxidation of 12.6 g (0.1 mol) of (4-methylcyclohex-3-enyl)methanol was performed with a 5 percent by weight solution of peroxyacetic acid in ethyl acetate at 65° C. The epoxidized product was purified by distillation and thereby yielded 12 g of (6-methyl-7-oxabicyclo[4.1.0]hept-3-yl)methanol with a purity of 98%. Procedure: 1H-NMR (CDCl3,ppm) δ: 1.31-1.42(4 H,m), 1.51-1.63(4 H,m), 2.91(3 H,s), 3.30(2 H,t,J=7.9 Hz), 3.63(2 H,t,J=6.6 Hz), 6.64-6.70(3 H,m), 7.18-7.21(2 H,m) 6-(N-Methy-N-phenylamino)hexyl alcohol (1.1 g) and triphenylphosphine (1.3 g) were dissolved in methylene chloride (40 ml), and N-chlorosuccinylimide (0.71 g) was added, which was followed by stirring at room temperature for 1 hr 20 min. The organic layer was washed with brine, dried and the solvent was evaporated under reduced pressure. The obtain... As a reaction SMILES: [CH3:1][N:2]([CH2:9][CH2:10][CH2:11][CH2:12][CH2:13][CH2:14]O)[C:3]1[CH:8]=[CH:7][CH:6]=[CH:5][CH:4]=1.C1(P(C2C=CC=CC=2)C2C=CC=CC=2)C=CC=CC=1.C(Cl)[Cl:36]>>[CH3:1][N:2]([CH2:9][CH2:10][CH2:11][CH2:12][CH2:13][CH2:14][Cl:36])[C:3]1[CH:8]=[CH:7][CH:6]=[CH:5][CH:4]=1. Starting materials: CN(C1=CC=CC=C1)CCCCCCO (6-(N-Methy-N-phenylamino)hexyl alcohol), C1(=CC=CC=C1)P(C1=CC=CC=C1)C1=CC=CC=C1 (triphenylphosphine), C(Cl)Cl (methylene chloride), N-chlorosuccinylimide. Run at time 20 minute. Product: CN(C1=CC=CC=C1)CCCCCCCl (6-(N-methy-N-phenylamino)hexyl chloride).